From a dataset of the Open Reaction Database (ORD), a public repository of structured organic reaction records. describe an organic reaction: reactants, conditions, products, and yield The reactants are ClC1=NC(=C2N(C(=NC2=N1)C1CCCC1)COCC[Si](C)(C)C)Cl (2,6-dichloro-8-cyclopentyl-7-(2-trimethylsilanyl-ethoxymethyl)-7H-purine), C([O-])([O-])=O.[Na+].[Na+] (sodium carbonate). Run in O1CCOCC1 (dioxane). The product is ClC=1NC(C=2N(C(=NC2N1)C1CCCC1)COCC[Si](C)(C)C)=O (2-chloro-8-cyclopentyl-7-(2-trimethylsilanyl-ethoxymethyl)-1,7-dihydro-purin-6-one). Isolated yield 87.4%. Reaction SMILES: [Cl:1][C:2]1[N:10]=[C:9]2[C:5]([N:6]([CH2:16][O:17][CH2:18][CH2:19][Si:20]([CH3:23])([CH3:22])[CH3:21])[C:7]([CH:11]3[CH2:15][CH2:14][CH2:13][CH2:12]3)=[N:8]2)=[C:4](Cl)[N:3]=1.C(=O)([O-])[O-:26].[Na+].[Na+]>O1CCOCC1>[Cl:1][C:2]1[NH:3][C:4](=[O:26])[C:5]2[N:6]([CH2:16][O:17][CH2:18][CH2:19][Si:20]([CH3:23])([CH3:22])[CH3:21])[C:7]([CH:11]3[CH2:15][CH2:14][CH2:13][CH2:12]3)=[N:8][C:9]=2[N:10]=1 |f:1.2.3|. Procedure: To a solution of 2,6-dichloro-8-cyclopentyl-7-(2-trimethylsilanyl-ethoxymethyl)-7H-purine (0.12 g, 0.31 mmol) in dioxane (5 ml) was added aqueous solution of sodium carbonate (0.012 g, 1.24 mmol, in 4 ml water). Reaction mixture was refluxed overnight. Reaction mixture was concentrated and water was added in it and it was extracted with ethyl acetate. Ethyl acetate layer was washed with brine and water, dried over sodium sulphate, filtered and concentrated. Residue obtained was washed with ether...